From a dataset of the Open Reaction Database (ORD), a public repository of structured organic reaction records. describe an organic reaction: reactants, conditions, products, and yield The reactants are C(CCC(=O)OC)(=O)OC1=CC(N(C2=NC=C(C=C12)I)C)=O (6-Iodo-1-methyl-2-oxo-1,2-dihydro-1,8-naphthyridin-4-yl methyl succinate), ClC(CCC(=O)OC)=O (Methyl 4-chloro-4-oxobutyrate), OC1=CC(N(C2=NC=C(C=C12)I)C)=O (4-hydroxy-6-iodo-1-methyl-1,8-naphthyridin-2(1H)-one), TEA. Solvent: ClCCCl (1,2-dichloroethane). Reaction conditions: time 15 minute. The product is OC1=C(C(N(C2=NC=C(C=C12)I)C)=O)C(CCC(=O)O)=O (4-(4-Hydroxy-6-iodo-1-methyl-2-oxo-1,2-dihydro-1,8-naphthyridin-3-yl)-4-oxobutanoic acid). The yield is 60.0%. As a reaction SMILES: C([O:9][C:10]1[C:19]2[C:14](=[N:15][CH:16]=[C:17]([I:20])[CH:18]=2)[N:13]([CH3:21])[C:12](=[O:22])[CH:11]=1)(=O)CCC(OC)=O.Cl[C:24](=[O:31])[CH2:25][CH2:26][C:27]([O:29]C)=[O:28].OC1C2C(=NC=C(I)C=2)N(C)C(=O)C=1>ClCCCl>[OH:9][C:10]1[C:19]2[C:14](=[N:15][CH:16]=[C:17]([I:20])[CH:18]=2)[N:13]([CH3:21])[C:12](=[O:22])[C:11]=1[C:24](=[O:31])[CH2:25][CH2:26][C:27]([OH:29])=[O:28]. Procedure details: 6-Iodo-1-methyl-2-oxo-1,2-dihydro-1,8-naphthyridin-4-yl methyl succinate. Methyl 4-chloro-4-oxobutyrate (0.08 mL, 0.662 mmol) was added to a suspension of 4-hydroxy-6-iodo-1-methyl-1,8-naphthyridin-2(1H)-one (0.20 g, 0.66 mmol), TEA (0.092 mL, 0.66 mmol) in 1,2-dichloroethane (3 mL). The mixture was stirred for 15 minutes and evaporated. The remaining solids were purified by flash chromatography using EtOAc/hexane to afford the title compound in 60% yield. 1H-NMR (300 MHz, CDCl3) δ ppm 8.78 (1H,... The reactants are Cl.CN1C(OC=2C1=CCC(C2)=O)CCN (2-(3-methyl-6-benzoxazolinonyl)ethylamine hydrochloride), Cl.CN1C(SC=2C1=CCC(C2)=O)CCN (2-(3-methyl-6-benzothiazolinonyl)ethylamine hydrochloride). Product: CN1C(SC=2C1=CCC(C2)=O)CCNC(C)=O (N-[2-(3-methyl-6-benzothiazolinonyl)ethyl]acetamide). Reaction SMILES: Cl.CN1C2=CCC(=O)C=C2[O:5][CH:4]1[CH2:13]CN.Cl.[CH3:17][N:18]1[C:22]2=[CH:23][CH2:24][C:25](=[O:27])[CH:26]=[C:21]2[S:20][CH:19]1[CH2:28][CH2:29][NH2:30]>>[CH3:17][N:18]1[C:22]2=[CH:23][CH2:24][C:25](=[O:27])[CH:26]=[C:21]2[S:20][CH:19]1[CH2:28][CH2:29][NH:30][C:4](=[O:5])[CH3:13] |f:0.1,2.3|. Procedure details: By replacing 2-(3-methyl-6-benzoxazolinonyl)ethylamine hydrochloride in Example 61 by 2-(3-methyl-6-benzothiazolinonyl)ethylamine hydrochloride, described in French Patent Application 90/11,866, the product of the title is obtained. The yield is 85.0%. RXN SMILES: F[C:2]1[CH:7]=[CH:6][CH:5]=[CH:4][C:3]=1[N+:8]([O-:10])=[O:9].C(=O)([O-])[O-].[K+].[K+].[F:17][CH:18]([F:21])[CH2:19][OH:20].O>CN(C)C=O>[F:17][CH:18]([F:21])[CH2:19][O:20][C:2]1[CH:7]=[CH:6][CH:5]=[CH:4][C:3]=1[N+:8]([O-:10])=[O:9] |f:1.2.3|. Product: FC(COC1=C(C=CC=C1)[N+](=O)[O-])F (1-(2,2-difluoro-ethoxy)-2-nitro-benzene). The reactants are O (water), FC1=C(C=CC=C1)[N+](=O)[O-] (1-fluoro-2-nitrobenzene), C([O-])([O-])=O.[K+].[K+] (potassium carbonate), FC(CO)F (2,2-difluoroethanol). Run in CN(C=O)C (N,N-dimethylformamide). Conditions: temperature 120 celsius. Procedure details: In a microwave tube a mixture of 1-fluoro-2-nitrobenzene (100 mg, 0.7 mmol), potassium carbonate (193 mg, 1.4 mmol), and 2,2-difluoroethanol in N,N-dimethylformamide (2 ml) was heated in a microwave oven at 120° C. for 20 minutes. For the workup, the reactrion mixture was poured into water (5 ml). The precipitated product was filtered and the aqueous layer was extracted with ether. The combined organic layers were dried and evaporated to yield together with the precipitated material 130 mg (85%)... The solvent is CN(C=O)C (N,N-dimethylformamide). Yields the product COC(C1=CC(=C(C=C1)OCC1=CC=CC=C1)Cl)=O (4-Benzyloxy-3-chloro-benzoic Acid Methyl Ester). Reported procedure: A mixture of 3-chloro-4-hydroxy benzoic acid methyl ester (4.665 g, 25 mmol), benzyl bromide (5.13 g, 30 mmol) and potassium carbonate (6.91 g, 50 mmol) in N,N-dimethylformamide (50 mL) was stirred overnight at room temperature. The reaction mixture was poured onto crushed ice (ca. 300 g) and the product was extracted with ethyl acetate (2×100 mL). The combined organic layers were dried over sodium sulphate and concentrated under reduced pressure. The residue was dissolved in dichloromethane and... Reactants: ice, COC(C1=CC(=C(C=C1)O)Cl)=O (3-chloro-4-hydroxy benzoic acid methyl ester), C(C1=CC=CC=C1)Br (benzyl bromide), C([O-])([O-])=O.[K+].[K+] (potassium carbonate). RXN SMILES: [CH3:1][O:2][C:3](=[O:12])[C:4]1[CH:9]=[CH:8][C:7]([OH:10])=[C:6]([Cl:11])[CH:5]=1.[CH2:13](Br)[C:14]1[CH:19]=[CH:18][CH:17]=[CH:16][CH:15]=1.C(=O)([O-])[O-].[K+].[K+]>CN(C)C=O>[CH3:1][O:2][C:3](=[O:12])[C:4]1[CH:9]=[CH:8][C:7]([O:10][CH2:13][C:14]2[CH:19]=[CH:18][CH:17]=[CH:16][CH:15]=2)=[C:6]([Cl:11])[CH:5]=1 |f:2.3.4|. Run at time 8 hour. Starting materials: FC1=C(C(=CC=C1)F)N1N=C(C=2C(=NC=CC21)OC)C2=CC=C(C=C2)CC#N ((4-(1-(2,6-difluorophenyl)-4-methoxy-1H-pyrazolo[4,3-c]pyridin-3-yl)phenyl)acetonitrile), [I-].[Na+] (sodium iodide), Cl[Si](C)(C)C (chloro(trimethyl)silane), C(O)([O-])=O.[Na+] (sodium hydrogencarbonate). Solvent: C(C)#N (acetonitrile). Conditions: temperature 50 celsius, time 1 hour. Product: FC1=C(C(=CC=C1)F)N1N=C(C=2C(NC=CC21)=O)C2=CC=C(C=C2)CC#N ((4-(1-(2,6-difluorophenyl)-4-oxo-4,5-dihydro-1H-pyrazolo[4,3-c]pyridin-3-yl)phenyl)acetonitrile). The yield is 59.5%. As a reaction SMILES: [F:1][C:2]1[CH:7]=[CH:6][CH:5]=[C:4]([F:8])[C:3]=1[N:9]1[C:17]2[CH:16]=[CH:15][N:14]=[C:13]([O:18]C)[C:12]=2[C:11]([C:20]2[CH:25]=[CH:24][C:23]([CH2:26][C:27]#[N:28])=[CH:22][CH:21]=2)=[N:10]1.[I-].[Na+].Cl[Si](C)(C)C.C(=O)([O-])O.[Na+]>C(#N)C>[F:1][C:2]1[CH:7]=[CH:6][CH:5]=[C:4]([F:8])[C:3]=1[N:9]1[C:17]2[CH:16]=[CH:15][NH:14][C:13](=[O:18])[C:12]=2[C:11]([C:20]2[CH:25]=[CH:24][C:23]([CH2:26][C:27]#[N:28])=[CH:22][CH:21]=2)=[N:10]1 |f:1.2,4.5|. Reported procedure: To a solution of (4-(1-(2,6-difluorophenyl)-4-methoxy-1H-pyrazolo[4,3-c]pyridin-3-yl)phenyl)acetonitrile (140 mg) in acetonitrile (6 mL) were added sodium iodide (139 mg) and chloro(trimethyl)silane (0.475 mL), and the mixture was stirred at 50° C. for 1 hr. To the reaction mixture was added saturated aqueous sodium hydrogencarbonate solution, and the mixture was extracted with ethyl acetate. The organic layer was washed with saturated brine, dried over anhydrous sodium sulfate, and concentrated... Starting materials: C(C)(C)(C)OC(N[C@@H](CC(C)C)C(N[C@@H](CC(C)C)B1O[C@]2([C@@H]3C([C@H](C[C@H]2O1)C3)(C)C)C)=O)=O ({(S)-3-Methyl-1-[(R)-3-methyl-1-((1S,2S,6R,8S)-2,9,9-trimethyl-3,5-dioxa-4-bora-tricyclo[6.1.1.02,6]dec-4-yl)-butylcarbamoyl]-butyl}-carbamic acid tert-butyl ester), C1(=CC(=CC=C1)N[C@H](C(=O)O)CC1=CC=C(C=C1)OC)C1=CC=CC=C1 ((S)-2-(Biphenyl-3-ylamino)-3-(4-methoxy-phenyl)-propionic acid). Product: CC(C[C@@H](B1O[C@]2([C@@H]3C([C@H](C[C@H]2O1)C3)(C)C)C)NC([C@H](CC(C)C)NC([C@H](CC3=CC=C(C=C3)OC)NC=3C=C(C=CC3)C3=CC=CC=C3)=O)=O)C ((S)-2-[(S)-2-(Biphenyl-3-ylamino)-3-(4-methoxy-phenyl)-propionylamino]-4-methyl-pentanoic acid [(R)-3-methyl-1-((1S,2S,6R,8S)-2,9,9-trimethyl-3,5-dioxa-4-bora-tricyclo[6.1.1.02,6]dec-4-yl)-butyl]-amide). As a reaction SMILES: C(O[C:6](=[O:34])[NH:7][C@H:8]([C:13](=[O:33])[NH:14][C@H:15]([B:20]1[O:28][C@H:27]2[C@:22]([CH3:32])([C@H:23]3[CH2:29][C@@H:25]([CH2:26]2)[C:24]3([CH3:31])[CH3:30])[O:21]1)[CH2:16][CH:17]([CH3:19])[CH3:18])[CH2:9][CH:10]([CH3:12])[CH3:11])(C)(C)C.[C:35]1([C:55]2[CH:60]=[CH:59][CH:58]=[CH:57][CH:56]=2)[CH:40]=[CH:39][CH:38]=[C:37]([NH:41][C@@H:42]([CH2:46][C:47]2[CH:52]=[CH:51][C:50]([O:53][CH3:54])=[CH:49][CH:48]=2)C(O)=O)[CH:36]=1>>[CH3:18][CH:17]([CH3:19])[CH2:16][C@H:15]([NH:14][C:13](=[O:33])[C@@H:8]([NH:7][C:6](=[O:34])[C@@H:42]([NH:41][C:37]1[CH:36]=[C:35]([C:55]2[CH:60]=[CH:59][CH:58]=[CH:57][CH:56]=2)[CH:40]=[CH:39][CH:38]=1)[CH2:46][C:47]1[CH:48]=[CH:49][C:50]([O:53][CH3:54])=[CH:51][CH:52]=1)[CH2:9][CH:10]([CH3:12])[CH3:11])[B:20]1[O:28][C@H:27]2[C@:22]([CH3:32])([C@H:23]3[CH2:29][C@@H:25]([CH2:26]2)[C:24]3([CH3:30])[CH3:31])[O:21]1. Procedure: The title compound is prepared as described in example 1 but using {(S)-3-Methyl-1-[(R)-3-methyl-1-((1S,2S,6R,8S)-2,9,9-trimethyl-3,5-dioxa-4-bora-tricyclo[6.1.1.02,6]dec-4-yl)-butylcarbamoyl]-butyl}-carbamic acid tert-butyl ester and (S)-2-(Biphenyl-3-ylamino)-3-(4-methoxy-phenyl)-propionic acid. The reactants are COC(CC=1SC(=CC1)C1=C(C=CC=C1)NC(=O)C=1C=C(C=CC1)C1=C(C(=C(C=C1)OC)OC)OC)=O ((5-{2-[(2′,3′,4′-Trimethoxy-biphenyl-3-carbonyl)-amino]-phenyl}-thiophen-2-yl)-acetic acid methyl ester), O (water), N#N (N2), solution, B(Br)(Br)Br (BBr3). Solvent: C(Cl)Cl (DCM), C(Cl)Cl (DCM), CO (MeOH), C(Cl)Cl (DCM). Conditions: temperature -78 celsius, time 30 minute. Yields the product OC1=C(C=CC(=C1O)O)C1=CC(=CC=C1)C(=O)NC1=C(C=CC=C1)C1=CC=C(S1)CC(=O)O ((5-{2-[(2′,3′,4′-Trihydroxy-biphenyl-3-carbonyl)-amino]-phenyl}-thiophen-2-yl)-acetic acid), COC(CC=1SC(=CC1)C1=C(C=CC=C1)NC(=O)C=1C=C(C=CC1)C1=C(C(=C(C=C1)O)O)O)=O ((5-{2-[(2′,3′,4′-Trihydroxy-biphenyl-3-carbonyl)-amino]-phenyl}-thiophen-2-yl)-acetic acid methyl ester). Isolated yield 23.0%. Reaction SMILES: N#N.[CH3:3][O:4][C:5](=[O:39])[CH2:6][C:7]1[S:8][C:9]([C:12]2[CH:17]=[CH:16][CH:15]=[CH:14][C:13]=2[NH:18][C:19]([C:21]2[CH:22]=[C:23]([C:27]3[CH:32]=[CH:31][C:30]([O:33]C)=[C:29]([O:35]C)[C:28]=3[O:37]C)[CH:24]=[CH:25][CH:26]=2)=[O:20])=[CH:10][CH:11]=1.B(Br)(Br)Br.O>C(Cl)Cl.CO>[OH:37][C:28]1[C:29]([OH:35])=[C:30]([OH:33])[CH:31]=[CH:32][C:27]=1[C:23]1[CH:24]=[CH:25][CH:26]=[C:21]([C:19]([NH:18][C:13]2[CH:14]=[CH:15][CH:16]=[CH:17][C:12]=2[C:9]2[S:8][C:7]([CH2:6][C:5]([OH:39])=[O:4])=[CH:11][CH:10]=2)=[O:20])[CH:22]=1.[CH3:3][O:4][C:5](=[O:39])[CH2:6][C:7]1[S:8][C:9]([C:12]2[CH:17]=[CH:16][CH:15]=[CH:14][C:13]=2[NH:18][C:19]([C:21]2[CH:22]=[C:23]([C:27]3[CH:32]=[CH:31][C:30]([OH:33])=[C:29]([OH:35])[C:28]=3[OH:37])[CH:24]=[CH:25][CH:26]=2)=[O:20])=[CH:10][CH:11]=1. Procedure details: (The following reaction is done in an anhydrous N2 atmosphere.) Dissolve (5-{2-[(2′,3′,4′-Trimethoxy-biphenyl-3-carbonyl)-amino]-phenyl}-thiophen-2-yl)-acetic acid methyl ester (47) (66 mg, 0.13 mmol) in anhydrous DCM (3.4 mL) at −78° C., add dropwise a 1M solution of BBr3 in DCM (1.05 mL, 1.05 mmol) and stir for additional 30 min at −78° C. After slowly warming up stir the reaction solution for additional 4 h at rt. Cool reaction mixture to 0° C., add dropwise water and DCM under vigorous stirr... Starting materials: C(C=C)[C@@]1(C(N([C@@H]([C@H](C1)C1=CC(=CC=C1)Cl)C1=CC=C(C=C1)Cl)[C@H](CO)CC)=O)C ((3S,5R,6S)-3-allyl-5-(3-chlorophenyl)-6-(4-chlorophenyl)-1-((S)-1-hydroxybutan-2-yl)-3-methylpiperidin-2-one), C1(=CC=CC=C1)S (benzenethiol), C[Si](C)(C)CS ((trimethylsilyl)methanethiol). Product: C(C=C)[C@@]1(C(N([C@@H]([C@H](C1)C1=CC(=CC=C1)Cl)C1=CC=C(C=C1)Cl)[C@H](CSC[Si](C)(C)C)CC)=O)C ((3S,5R,6S)-3-Allyl-5-(3-chlorophenyl)-6-(4-chlorophenyl)-3-methyl-1-((S)-1-(((trimethylsilyl)methyl)thio)butan-2-yl)piperidin-2-one). RXN SMILES: [CH2:1]([C@@:4]1([CH3:30])[CH2:9][C@H:8]([C:10]2[CH:15]=[CH:14][CH:13]=[C:12]([Cl:16])[CH:11]=2)[C@@H:7]([C:17]2[CH:22]=[CH:21][C:20]([Cl:23])=[CH:19][CH:18]=2)[N:6]([C@@H:24]([CH2:27][CH3:28])[CH2:25]O)[C:5]1=[O:29])[CH:2]=[CH2:3].C1(S)C=CC=CC=1.[CH3:38][Si:39]([CH2:42][SH:43])([CH3:41])[CH3:40]>>[CH2:1]([C@@:4]1([CH3:30])[CH2:9][C@H:8]([C:10]2[CH:15]=[CH:14][CH:13]=[C:12]([Cl:16])[CH:11]=2)[C@@H:7]([C:17]2[CH:22]=[CH:21][C:20]([Cl:23])=[CH:19][CH:18]=2)[N:6]([C@@H:24]([CH2:27][CH3:28])[CH2:25][S:43][CH2:42][Si:39]([CH3:41])([CH3:40])[CH3:38])[C:5]1=[O:29])[CH:2]=[CH2:3]. Procedure: The title compound was prepared from (3S,5R,6S)-3-allyl-5-(3-chlorophenyl)-6-(4-chlorophenyl)-1-((S)-1-hydroxybutan-2-yl)-3-methylpiperidin-2-one (Example 91, Step B) by a procedure similar to the one described in Example 300, Step A, replacing benzenethiol with the appropriate amount of (trimethylsilyl)methanethiol.